From a dataset of the Open Reaction Database (ORD), a public repository of structured organic reaction records. describe an organic reaction: reactants, conditions, products, and yield Conditions: temperature 60 celsius, time 7 hour. Reaction SMILES: Cl[C:2]1[CH:7]=[C:6]([O:8][CH2:9][C:10]#[C:11][CH3:12])[N:5]=[CH:4][N:3]=1.C(=O)([O-])[O-].[K+].[K+].[CH2:19]([NH:21][CH:22]([CH3:24])[CH3:23])[CH3:20]>CN(C)C=O>[CH2:9]([O:8][C:6]1[CH:7]=[C:2]([N:21]([CH2:19][CH3:20])[CH:22]([CH3:24])[CH3:23])[N:3]=[CH:4][N:5]=1)[C:10]#[C:11][CH3:12] |f:1.2.3|. The product is C(C#CC)OC1=NC=NC(=C1)N(C(C)C)CC (4-(2-butynyloxy)-6-(N-ethyl-N-isopropylamino)pyrimidine). Procedure details: To 2 ml of N,N-dimethylformamide were added 183 mg of 4-chloro-6-(2-butynyloxy)pyrimidine, 166 mg of potassium carbonate, and 87 mg of N-ethylisopropylamine, followed by stirring at 60° C. for 7 hours. Then, 166 mg of potassium carbonate and 435 mg of N-ethylisopropylamine were added, and the mixture was stirred at 80° C. for 8 hours. Then, 166 mg of potassium carbonate and 435 mg of N-ethylisopropylamine were added, and the mixture was stirred at 120° C. for 5 hours. The reaction mixture was th... Isolated yield 33.9%. Solvent: CN(C=O)C (N,N-dimethylformamide). Starting materials: ClC1=NC=NC(=C1)OCC#CC (4-chloro-6-(2-butynyloxy)pyrimidine), C([O-])([O-])=O.[K+].[K+] (potassium carbonate), C(C)NC(C)C (N-ethylisopropylamine), C([O-])([O-])=O.[K+].[K+] (potassium carbonate), C(C)NC(C)C (N-ethylisopropylamine), C([O-])([O-])=O.[K+].[K+] (potassium carbonate), C(C)NC(C)C (N-ethylisopropylamine).